From a dataset of the Open Reaction Database (ORD), a public repository of structured organic reaction records. describe an organic reaction: reactants, conditions, products, and yield Starting materials: CC(=O)C.OS(=O)(=O)O.O=[Cr](=O)=O (Jones' reagent), ClC1=CC(=C(C2=C1C=C(O2)C(C)O)N2C(N(C(=CC2=O)C(F)(F)F)C)=O)F (3-[4-chloro-6-fluoro-2-(1-hydroxyethyl) benzofuran-7-yl]-1-methyl-6-trifluoromethyluracil), O (water). Solvent: CC(=O)C (acetone). The product is C(C)(=O)C=1OC2=C(C1)C(=CC(=C2N2C(N(C(=CC2=O)C(F)(F)F)C)=O)F)Cl (3-(2-acetyl-4-chloro-6-fluorobenzofuran-7-yl)-1-methyl-6-trifluoromethyluracil). Reaction SMILES: [Cl:1][C:2]1[C:7]2[CH:8]=[C:9]([CH:11]([OH:13])[CH3:12])[O:10][C:6]=2[C:5]([N:14]2[C:19](=[O:20])[CH:18]=[C:17]([C:21]([F:24])([F:23])[F:22])[N:16]([CH3:25])[C:15]2=[O:26])=[C:4]([F:27])[CH:3]=1.CC(C)=O.OS(O)(=O)=O.O=[Cr](=O)=O.O>CC(C)=O>[C:11]([C:9]1[O:10][C:6]2[C:5]([N:14]3[C:19](=[O:20])[CH:18]=[C:17]([C:21]([F:24])([F:23])[F:22])[N:16]([CH3:25])[C:15]3=[O:26])=[C:4]([F:27])[CH:3]=[C:2]([Cl:1])[C:7]=2[CH:8]=1)(=[O:13])[CH3:12] |f:1.2.3|. Procedure details: 1.5 g (3.7 mmol) of 3-[4-chloro-6-fluoro-2-(1-hydroxyethyl) benzofuran-7-yl]-1-methyl-6-trifluoromethyluracil was dissolved in 20 ml of acetone, and a Jones' reagent was dropwise added thereto at 5° C. until the orange color no longer disappeared. After completion of the reaction, the reaction solution was poured into water and extracted with ethyl acetate. The organic layer was washed sequentially with water and a saturated sodium chloride aqueous solution and then dried over anhydrous magnesiu... Reactants: [Na] (sodium), ClCC(=O)C=P(C1=CC=CC=C1)(C1=CC=CC=C1)C1=CC=CC=C1 (chloromethylcarbonylmethylenetriphenyl phosphorane), C(C)(C)OCC(=O)C=P(C1=CC=CC=C1)(C1=CC=CC=C1)C1=CC=CC=C1 (isopropoxymethylcarbonylmethylenetriphenyl phosphorane). The solvent is CCC(CC)O (3-pentanol). The product is C(C)(C)OCCC(=O)C=P(C1=CC=CC=C1)(C1=CC=CC=C1)C1=CC=CC=C1 ((2-Isopropoxyethyl)-carbonylmethylenetriphenyl phosphorane). Reaction SMILES: [Na].Cl[CH2:3][C:4]([CH:6]=[P:7]([C:20]1[CH:25]=[CH:24][CH:23]=[CH:22][CH:21]=1)([C:14]1[CH:19]=[CH:18][CH:17]=[CH:16][CH:15]=1)[C:8]1[CH:13]=[CH:12][CH:11]=[CH:10][CH:9]=1)=[O:5].[CH:26]([O:29][CH2:30]C(C=P(C1C=CC=CC=1)(C1C=CC=CC=1)C1C=CC=CC=1)=O)([CH3:28])[CH3:27]>CCC(O)CC>[CH:26]([O:29][CH2:30][CH2:3][C:4]([CH:6]=[P:7]([C:20]1[CH:25]=[CH:24][CH:23]=[CH:22][CH:21]=1)([C:14]1[CH:19]=[CH:18][CH:17]=[CH:16][CH:15]=1)[C:8]1[CH:13]=[CH:12][CH:11]=[CH:10][CH:9]=1)=[O:5])([CH3:28])[CH3:27] |^1:0|. Procedure details: A solution of 3.04 g of sodium in 100 ml of 3-pentanol is reacted with 25.0 g of chloromethylcarbonylmethylenetriphenyl phosphorane analogously to the production of isopropoxymethylcarbonylmethylenetriphenyl phosphorane. The title compound is obtained as crystallized oil with a melting point of 66°-70° C. The reactants are C(#N)C1(CC1)NC(=O)[C@H]1[C@@H](C[C@@H](C1)S(=O)(=O)C1=C(C=C(C=C1)F)Cl)COC1=CC=C(C=C1)F ((1R,2R,4S)-4-(2-chloro-4-fluoro-benzenesulfonyl)-2-(4-fluoro-phenoxymethyl)-cyclopentanecarboxylic acid (1-cyano-cyclopropyl)-amide), C(C)N1CCNCC1 (1-ethyl-piperazine). Yields the product C(#N)CNC(=O)[C@H]1[C@@H](C[C@@H](C1)S(=O)(=O)C1=C(C=C(C=C1)N1CCN(CC1)CC)Cl)COC1=CC=C(C=C1)F ((1R,2R,4S)-4-[2-Chloro-4-(4-ethyl-piperazin-1-yl)-benzenesulfonyl]-2-(4-fluoro-phenoxymethyl)-cyclopentanecarboxylic acid cyanomethyl-amide). As a reaction SMILES: [C:1]([C:3]1([NH:6][C:7]([C@@H:9]2[CH2:13][C@@H:12]([S:14]([C:17]3[CH:22]=[CH:21][C:20](F)=[CH:19][C:18]=3[Cl:24])(=[O:16])=[O:15])[CH2:11][C@H:10]2[CH2:25][O:26][C:27]2[CH:32]=[CH:31][C:30]([F:33])=[CH:29][CH:28]=2)=[O:8])CC1)#[N:2].[CH2:34]([N:36]1[CH2:41][CH2:40][NH:39][CH2:38][CH2:37]1)[CH3:35]>>[C:1]([CH2:3][NH:6][C:7]([C@@H:9]1[CH2:13][C@@H:12]([S:14]([C:17]2[CH:22]=[CH:21][C:20]([N:39]3[CH2:40][CH2:41][N:36]([CH2:34][CH3:35])[CH2:37][CH2:38]3)=[CH:19][C:18]=2[Cl:24])(=[O:16])=[O:15])[CH2:11][C@H:10]1[CH2:25][O:26][C:27]1[CH:28]=[CH:29][C:30]([F:33])=[CH:31][CH:32]=1)=[O:8])#[N:2]. Procedure: The title compound was prepared in analogy to example 127 using (1R,2R,4S)-4-(2-chloro-4-fluoro-benzenesulfonyl)-2-(4-fluoro-phenoxymethyl)-cyclopentanecarboxylic acid (1-cyano-cyclopropyl)-amide (example 145) and 1-ethyl-piperazine. Yellow oil. MS (EI): 563.2 (M+H)+.